From a dataset of the Open Reaction Database (ORD), a public repository of structured organic reaction records. describe an organic reaction: reactants, conditions, products, and yield Isolated yield 23.0%. Reactants: OC1(CCC(CC1)N1C=2N(C(=C(C1=O)CC1=CC=C(C=C1)C=1C(=CC=CC1)C#N)CCC)N=CN2)CCO (4′-({4-[4-hydroxy-4-(2-hydroxyethyl)cyclohexyl]-5-oxo-7-propyl-4,5-dihydro[1,2,4]triazolo[1,5-a]pyrimidin-6-yl}methyl)biphenyl-2-carbonitrile), FC(S(=O)(=O)O[Si](C)(C)C(C)(C)C)(F)F (tert-butyl(dimethyl)silyl trifluoromethanesulfonate), N1=C(C=CC=C1C)C (2,6-lutidine), [Cl-].O[NH3+] (hydroxylammonium chloride), C(O)([O-])=O.[Na+] (sodium hydrogen carbonate). Solvent: C(C)(=O)OCC (ethyl acetate), O1CCCC1 (tetrahydrofuran), CS(=O)C (dimethyl sulfoxide), CS(=O)C (dimethyl sulfoxide), C(C)(=O)OCC (ethyl acetate). Reported procedure: A mixture of 4′-({4-[4-hydroxy-4-(2-hydroxyethyl)cyclohexyl]-5-oxo-7-propyl-4,5-dihydro[1,2,4]triazolo[1,5-a]pyrimidin-6-yl}methyl)biphenyl-2-carbonitrile (0.093 g), tert-butyl(dimethyl)silyl trifluoromethanesulfonate (0.063 mL), 2,6-lutidine (0.032 mL) and tetrahydrofuran (5 mL) was stirred at 0° C. for 3 hr. The reaction mixture was diluted with ethyl acetate, washed with water and then with saturated brine, and dried over anhydrous magnesium sulfate. The solvent was evaporated under reduced p... RXN SMILES: [OH:1][C:2]1([CH2:36][CH2:37][OH:38])[CH2:7][CH2:6][CH:5]([N:8]2[C:13](=[O:14])[C:12]([CH2:15][C:16]3[CH:21]=[CH:20][C:19]([C:22]4[C:23]([C:28]#[N:29])=[CH:24][CH:25]=[CH:26][CH:27]=4)=[CH:18][CH:17]=3)=[C:11]([CH2:30][CH2:31][CH3:32])[N:10]3[N:33]=[CH:34][N:35]=[C:9]23)[CH2:4][CH2:3]1.FC(F)(F)S(O[Si](C(C)(C)C)(C)C)(=O)=O.[N:54]1C(C)=CC=CC=1C.[Cl-].O[NH3+].[C:65](=[O:68])([O-])[OH:66].[Na+]>C(OCC)(=O)C.CS(C)=O.O1CCCC1>[OH:1][C:2]1([CH2:36][CH2:37][OH:38])[CH2:3][CH2:4][CH:5]([N:8]2[C:13](=[O:14])[C:12]([CH2:15][C:16]3[CH:17]=[CH:18][C:19]([C:22]4[CH:27]=[CH:26][CH:25]=[CH:24][C:23]=4[C:28]4[NH:54][C:65](=[O:68])[O:66][N:29]=4)=[CH:20][CH:21]=3)=[C:11]([CH2:30][CH2:31][CH3:32])[N:10]3[N:33]=[CH:34][N:35]=[C:9]23)[CH2:6][CH2:7]1 |f:3.4,5.6|. The product is OC1(CCC(CC1)N1C=2N(C(=C(C1=O)CC1=CC=C(C=C1)C1=C(C=CC=C1)C1=NOC(N1)=O)CCC)N=CN2)CCO (4-[4-hydroxy-4-(2-hydroxyethyl)cyclohexyl]-6-{[2′-(5-oxo-4,5-dihydro-1,2,4-oxadiazol-3-yl)biphenyl-4-yl]methyl}-7-propyl[1,2,4]triazolo[1,5-a]pyrimidin-5(4H)-one). Conditions: temperature 0 celsius, time 3 hour. Reactants: CI (methyl iodide), CN(C=O)C (dimethylformamide), ice water, C(C)C=1C=C(C=C2CCC(NC12)=O)C(=O)O (8-ethyl-6-carboxy-3,4-dihydrocarbostyril), [H-].[Na+] (sodium hydride), CN(C=O)C (dimethylformamide). Reaction conditions: time 30 minute. Product: CN1C(=O)CCC2=CC(=CC(=C12)CC)C(=O)OC (1-methyl-8-ethyl-6-methoxycarbonyl-3,4-dihydrocarbostyril). Reaction SMILES: [CH2:1]([C:3]1[CH:4]=[C:5]([C:14]([OH:16])=[O:15])[CH:6]=[C:7]2C=1NC(=O)[CH2:9][CH2:8]2)[CH3:2].[H-].[Na+].[CH3:19]I.[CH3:21][N:22]([CH3:25])[CH:23]=[O:24]>>[CH3:21][N:22]1[C:25]2[C:7](=[CH:6][C:5]([C:14]([O:16][CH3:19])=[O:15])=[CH:4][C:3]=2[CH2:1][CH3:2])[CH2:8][CH2:9][C:23]1=[O:24] |f:1.2|. Procedure: 10 g of 8-ethyl-6-carboxy-3,4-dihydrocarbostyril was gradually added to a solution of 4.2 g of sodium hydride in 50 ml of dimethylformamide with ice-cooling. The mixture was stirred at room temperature for 30 minutes. Thereto was dropwise added a solution of 9.0 ml of methyl iodide in 20 ml of dimethylformamide with ice-cooling. The mixture was stirred at room temperature overnight. The reaction mixture was poured into ice water. The resulting mixture was extracted with methylene chloride. The e...